This data is from the Open Reaction Database (ORD), a public repository of structured organic reaction records. The task is: describe an organic reaction: reactants, conditions, products, and yield Starting materials: N#Cc1ccc(F)cc1Br, [K+], [K+], O=C([O-])[O-], O=C1NCCO1, C1COCCO1. The product is N#Cc1ccc(F)cc1N1CCOC1=O. As a reaction SMILES: [Br:1][c:2]1[c:3]([C:4]#[N:5])[cH:6][cH:7][c:8]([F:10])[cH:9]1.[K+:17].[K+:18].[O-:19][C:20]([O-:21])=[O:22].[O:11]1[C:12](=[O:16])[NH:13][CH2:14][CH2:15]1.[O:23]1[CH2:24][CH2:25][O:26][CH2:27][CH2:28]1>>[c:2]1([N:13]2[C:12](=[O:16])[O:11][CH2:15][CH2:14]2)[c:3]([C:4]#[N:5])[cH:6][cH:7][c:8]([F:10])[cH:9]1. Starting materials: ClC1=CC=C(C=C1)NC(CC(=O)OCC)=O (ethyl 3-(4-chlorophenylamino)-3-oxo-propanoate), [F-].[Cs+] (CsF), C1#CC=CC=C1 (benzyne), ( 1 ). Solvent: CC#N (CH3CN). The product is ClC1=CC=C(C=C1)NC(C(C(=O)OCC)(C1=CC=CC=C1)C1=CC=CC=C1)=O (ethyl 3-(4-chlorophenylamino)-3-oxo-2,2-diphenylpropanoate). Yield: 85.0%. Reaction SMILES: [Cl:1][C:2]1[CH:7]=[CH:6][C:5]([NH:8][C:9](=[O:16])[CH2:10][C:11]([O:13][CH2:14][CH3:15])=[O:12])=[CH:4][CH:3]=1.[C:17]1[CH:22]=[CH:21][CH:20]=[CH:19][C:18]#1.[F-].[Cs+]>CC#N>[Cl:1][C:2]1[CH:3]=[CH:4][C:5]([NH:8][C:9](=[O:16])[C:10]([C:2]2[CH:7]=[CH:6][CH:5]=[CH:4][CH:3]=2)([C:17]2[CH:22]=[CH:21][CH:20]=[CH:19][CH:18]=2)[C:11]([O:13][CH2:14][CH3:15])=[O:12])=[CH:6][CH:7]=1 |f:2.3|. Reported procedure: The present invention further provides one pot process for C-arylation of ethyl 3-(4-chlorophenylamino)-3-oxo-propanoate (2) using benzyne precursor (1) in presence of CsF and CH3CN to obtain ethyl 3-(4-chlorophenylamino)-3-oxo-2,2-diphenylpropanoate (4) with more than 85% yield (cf scheme 3). Reactants: Br, CCO, O=C1c2ccccc2C(=O)N1CCOc1sccc1CN1CCCCC1, NN. Product: NCCOc1sccc1CN1CCCCC1. RXN SMILES: [BrH:3].[CH3:30][CH2:31][OH:32].[N:4]1([CH2:10][c:11]2[c:12]([O:16][CH2:17][CH2:18][N:19]3[C:20](=[O:21])[c:22]4[cH:23][cH:24][cH:25][cH:26][c:27]4[C:28]3=[O:29])[s:13][cH:14][cH:15]2)[CH2:5][CH2:6][CH2:7][CH2:8][CH2:9]1.[NH2:1][NH2:2]>>[N:4]1([CH2:10][c:11]2[c:12]([O:16][CH2:17][CH2:18][NH2:19])[s:13][cH:14][cH:15]2)[CH2:5][CH2:6][CH2:7][CH2:8][CH2:9]1. Reactants: O=C(O)c1oc2cccnc2c1-c1ccc(F)cc1, [Cu], c1ccc2ncccc2c1. The product is Fc1ccc(-c2coc3cccnc23)cc1. RXN SMILES: [C:1]([OH:2])(=[O:3])[c:4]1[c:5](-[c:13]2[cH:14][cH:15][c:16]([F:19])[cH:17][cH:18]2)[c:6]2[n:7][cH:8][cH:9][cH:10][c:11]2[o:12]1.[Cu:30].[cH:20]1[cH:21][c:22]2[c:23]([n:24][cH:25][cH:26][cH:27]2)[cH:28][cH:29]1>>[cH:4]1[c:5](-[c:13]2[cH:14][cH:15][c:16]([F:19])[cH:17][cH:18]2)[c:6]2[n:7][cH:8][cH:9][cH:10][c:11]2[o:12]1.